Dataset: the Open Reaction Database (ORD), a public repository of structured organic reaction records. Task: describe an organic reaction: reactants, conditions, products, and yield The reactants are ClC=1C=C(C=CC1SC=1N(C=CN1)C)NC1=C(C=NC2=CC(=CC=C12)F)C#N (4-({3-chloro-4-[(1-methyl-1H-imidazole-2-yl)thio]phenyl}amino)-7-fluoroquinoline-3-carbonitrile), 4-(1-pyrrolidinylpiperidine), CN1C(CCC1)=O (1-methyl 2-pyrrolidinone). Conditions: temperature 105 celsius. The product is ClC=1C=C(C=CC1SC=1N(C=CN1)C)NC1=C(C=NC2=CC(=CC=C12)N1CCC(CC1)N1CCCC1)C#N (4-({3-chloro-4-[(1-methyl-1H-imidazole-2-yl)thio]phenyl}amino)-7-(4-pyrrolidin-1-ylpiperidin-1-yl)quinoline-3-carbonitrile). RXN SMILES: [Cl:1][C:2]1[CH:3]=[C:4]([NH:15][C:16]2[C:25]3[C:20](=[CH:21][C:22](F)=[CH:23][CH:24]=3)[N:19]=[CH:18][C:17]=2[C:27]#[N:28])[CH:5]=[CH:6][C:7]=1[S:8][C:9]1[N:10]([CH3:14])[CH:11]=[CH:12][N:13]=1.[CH3:29][N:30]1[CH2:34][CH2:33][CH2:32][C:31]1=O>>[Cl:1][C:2]1[CH:3]=[C:4]([NH:15][C:16]2[C:25]3[C:20](=[CH:21][C:22]([N:15]4[CH2:16][CH2:17][CH:29]([N:30]5[CH2:34][CH2:33][CH2:32][CH2:31]5)[CH2:3][CH2:4]4)=[CH:23][CH:24]=3)[N:19]=[CH:18][C:17]=2[C:27]#[N:28])[CH:5]=[CH:6][C:7]=1[S:8][C:9]1[N:10]([CH3:14])[CH:11]=[CH:12][N:13]=1. Procedure: Following the procedure of Example 11, a mixture of 150 mg (0.37 mmol) of 4-({3-chloro-4-[(1-methyl-1H-imidazole-2-yl)thio]phenyl}amino)-7-fluoroquinoline-3-carbonitrile and 339 mg (2.20 mmol) of 4-(1-pyrrolidinylpiperidine) in 1 mL of 1-methyl 2-pyrrolidinone is heated at 105° C. for 17 hours to yield the crude product. Purification by silica gel chromatography (gradient 98:2 methylene chloride/methanol to 9:1 methylene chloride/methanol) gives 66 mg of 4-({3-chloro-4-[(1-methyl-1H-imidazole-2-...